Dataset: the Open Reaction Database (ORD), a public repository of structured organic reaction records. Task: describe an organic reaction: reactants, conditions, products, and yield Starting materials: C1CCOC1, CO, CCOC(C)=O, [Na+], [Na+], [Na+], O=C([O-])O, O, O=S([O-])S(=O)[O-], O=[N+]([O-])c1c(NC2CCOCC2)nc(-n2cnc3ccccc32)nc1-c1ccccc1. Product: Nc1c(NC2CCOCC2)nc(-n2cnc3ccccc32)nc1-c1ccccc1. As a reaction SMILES: [CH2:47]1[O:48][CH2:49][CH2:50][CH2:51]1.[CH3:45][OH:46].[CH3:53][CH2:54][O:55][C:56](=[O:57])[CH3:58].[Na+:38].[Na+:39].[Na+:44].[O-:40][C:41]([OH:42])=[O:43].[OH2:52].[S:32]([S:33]([O-:34])=[O:35])([O-:36])=[O:37].[n:1]1(-[c:10]2[n:11][c:12](-[c:26]3[cH:27][cH:28][cH:29][cH:30][cH:31]3)[c:13]([N+:23]([O-:24])=[O:25])[c:14]([NH:16][CH:17]3[CH2:18][CH2:19][O:20][CH2:21][CH2:22]3)[n:15]2)[cH:2][n:3][c:4]2[c:5]1[cH:6][cH:7][cH:8][cH:9]2>>[n:1]1(-[c:10]2[n:11][c:12](-[c:26]3[cH:27][cH:28][cH:29][cH:30][cH:31]3)[c:13]([NH2:23])[c:14]([NH:16][CH:17]3[CH2:18][CH2:19][O:20][CH2:21][CH2:22]3)[n:15]2)[cH:2][n:3][c:4]2[c:5]1[cH:6][cH:7][cH:8][cH:9]2. The solvent is O (water). Reported procedure: 12-Methyl-5,6,7,12-tetrahydrodibenzo[a,d]cycloocten-6-one (3.6 g., 15.3 mmole) in 25 ml. of methanol was treated with several drops of 1 M sodium hydroxide followed by 0.58 g. (15.3 mmole) of sodium borohydride in 5 ml. of water. The mixture was heated at reflux for 20 minutes, cooled, and concentrated in vacuo. The residue was slurried in water and extracted three times with chloroform. The chloroform fractions were washed with water, dried over sodium sulfate, filtered, and evaporated in vacuo... RXN SMILES: [CH3:1][CH:2]1[C:9]2[CH:10]=[CH:11][CH:12]=[CH:13][C:8]=2[CH2:7][C:6](=[O:14])[CH2:5][C:4]2[CH:15]=[CH:16][CH:17]=[CH:18][C:3]1=2.CO.[BH4-].[Na+]>[OH-].[Na+].O>[CH3:1][CH:2]1[C:9]2[CH:10]=[CH:11][CH:12]=[CH:13][C:8]=2[CH2:7][CH:6]([OH:14])[CH2:5][C:4]2[CH:15]=[CH:16][CH:17]=[CH:18][C:3]1=2 |f:2.3,4.5|. Reagents/catalysts: [OH-].[Na+] (sodium hydroxide). The product is CC1C2=C(CC(CC3=C1C=CC=C3)O)C=CC=C2 (12-methyl-5,6,7,12-tetrahydrodibenzo[a,d]cycloocten-6-ol). Starting materials: CC1C2=C(CC(CC3=C1C=CC=C3)=O)C=CC=C2 (12-Methyl-5,6,7,12-tetrahydrodibenzo[a,d]cycloocten-6-one), CO (methanol), [BH4-].[Na+] (sodium borohydride).